This data is from the Open Reaction Database (ORD), a public repository of structured organic reaction records. The task is: describe an organic reaction: reactants, conditions, products, and yield Starting materials: [Cr](=O)(=O)([O-])O[Cr](=O)(=O)[O-].[NH+]1=CC=CC=C1.[NH+]1=CC=CC=C1 (pyridinium dichromate), C(C1=CC=CC=C1)OC1=CC=C(C=2C=CNC12)CO (7-benzyloxyindole-4-methanol). The solvent is ClCCl (dichloromethane). Reaction conditions: time 2 hour. Product: C(C1=CC=CC=C1)OC1=CC=C(C=2C=CNC12)C=O (7-Benzyloxyindole-4-carboxaldehyde). Reaction SMILES: [Cr](O[Cr]([O-])(=O)=O)([O-])(=O)=O.[NH+]1C=CC=CC=1.[NH+]1C=CC=CC=1.[CH2:22]([O:29][C:30]1[C:38]2[NH:37][CH:36]=[CH:35][C:34]=2[C:33]([CH2:39][OH:40])=[CH:32][CH:31]=1)[C:23]1[CH:28]=[CH:27][CH:26]=[CH:25][CH:24]=1>ClCCl>[CH2:22]([O:29][C:30]1[C:38]2[NH:37][CH:36]=[CH:35][C:34]=2[C:33]([CH:39]=[O:40])=[CH:32][CH:31]=1)[C:23]1[CH:24]=[CH:25][CH:26]=[CH:27][CH:28]=1 |f:0.1.2|. Reported procedure: Solid pyridinium dichromate (5.4 g., 15.5 mmol) was added in portions over 8 hours to a stirred solution of 7-benzyloxyindole-4-methanol (1.17 g, 4.6 mmol) in dichloromethane (30 ml). The dark mixture was stirred for a further 2 hours, filtered through a bed of silica and evaporated. Reactants: C(CCC)[Li] (n-butyllithium), COC(CC1=CC=C(C=C1)I)=O ((4-iodo-phenyl)-acetic acid methyl ester), C1(CCCCC1)C(=O)Cl (cyclohexanecarbonyl chloride), C(C)(C)NC(C)C (diisopropylamine). Solvent: CCCCCC (hexane), O1CCCC1 (THF), O1CCCC1 (tetrahydrofuran). Conditions: temperature -78 celsius, time 20 minute. The product is COC(C(C(=O)C1CCCCC1)C1=CC=C(C=C1)I)=O (3-cyclohexyl-2-(4-iodo-phenyl)-3-oxo-propionic acid methyl ester). Isolated yield 80.4%. As a reaction SMILES: C(NC(C)C)(C)C.C([Li])CCC.[CH3:13][O:14][C:15](=[O:24])[CH2:16][C:17]1[CH:22]=[CH:21][C:20]([I:23])=[CH:19][CH:18]=1.[CH:25]1([C:31](Cl)=[O:32])[CH2:30][CH2:29][CH2:28][CH2:27][CH2:26]1>O1CCCC1.CCCCCC>[CH3:13][O:14][C:15](=[O:24])[CH:16]([C:17]1[CH:22]=[CH:21][C:20]([I:23])=[CH:19][CH:18]=1)[C:31]([CH:25]1[CH2:30][CH2:29][CH2:28][CH2:27][CH2:26]1)=[O:32]. Procedure details: A solution of 2.88 mL (20.5 mmol) of diisopropylamine (iPr2NH) in 50 mL of tetrahydrofuran (THF) was flushed with argon and cooled to −78° C. To this solution was added dropwise 8.2 mL (20.5 mmol) of n-butyllithium (nBuLi) 2.5 M solution in hexane, and the resulting mixture was stirred at −78° C. for 20 min, after which time a solution of 4.5 g (16.3 mmol) of (4-iodo-phenyl)-acetic acid methyl ester in 25 mL of THF was added dropwise. The mixture was allowed to warm up to rt for 40 min, then it ... The reactants are CC(C)(C)[O-], CN1CCc2[nH]c3ccccc3c2C1, COC(=O)CCCCCBr, CCOC(C)=O, [I-], [K+], [K+], CN(C)C=O, O. Yields the product COC(=O)CCCCCn1c2c(c3ccccc31)CN(C)CC2. As a reaction SMILES: [CH3:15][C:16]([CH3:17])([O-:18])[CH3:19].[CH3:1][N:2]1[CH2:3][c:4]2[c:5]([nH:6][c:7]3[cH:8][cH:9][cH:10][cH:11][c:12]23)[CH2:13][CH2:14]1.[CH3:21][O:22][C:23]([CH2:24][CH2:25][CH2:26][CH2:27][CH2:28][Br:29])=[O:30].[CH3:38][CH2:39][O:40][C:41](=[O:42])[CH3:43].[I-:32].[K+:20].[K+:31].[O:33]=[CH:34][N:35]([CH3:36])[CH3:37].[OH2:44]>>[CH3:1][N:2]1[CH2:3][c:4]2[c:5]([n:6]([CH2:28][CH2:27][CH2:26][CH2:25][CH2:24][C:23]([O:22][CH3:21])=[O:30])[c:7]3[cH:8][cH:9][cH:10][cH:11][c:12]23)[CH2:13][CH2:14]1. The reactants are CO (Methanol), [H-].C(C(C)C)[Al+]CC(C)C (diisobutylaluminum hydride), CCCCCC (hexane), C(C)(C)(C)OC(=O)NCC1CC2=CC=C(C=C2CC1)C(=O)OC ((2RS)-2-(N-tert-butoxycarbonylaminomethyl)-6-methoxycarbonyl-1,2,3,4-tetrahydronaphthalene). Solvent: ClCCl (dichloromethane). Run at time 90 minute. Yields the product C(C)(C)(C)OC(=O)NCC1CC2=CC=C(C=C2CC1)CO ((2RS)-2-(N-tert-Butoxycarbonylaminomethyl)-6-hydroxymethyl-1,2,3,4-tetrahydronaphthalene). The yield is 72.3%. RXN SMILES: [C:1]([O:5][C:6]([NH:8][CH2:9][CH:10]1[CH2:19][CH2:18][C:17]2[C:12](=[CH:13][CH:14]=[C:15]([C:20](OC)=[O:21])[CH:16]=2)[CH2:11]1)=[O:7])([CH3:4])([CH3:3])[CH3:2].[H-].C([Al+]CC(C)C)C(C)C.CCCCCC.CO>ClCCl>[C:1]([O:5][C:6]([NH:8][CH2:9][CH:10]1[CH2:19][CH2:18][C:17]2[C:12](=[CH:13][CH:14]=[C:15]([CH2:20][OH:21])[CH:16]=2)[CH2:11]1)=[O:7])([CH3:4])([CH3:2])[CH3:3] |f:1.2|. Reported procedure: In dichloromethane (10 ml), (2RS)-2-(N-tert-butoxycarbonylaminomethyl)-6-methoxycarbonyl-1,2,3,4-tetrahydronaphthalene (0.47 g) was dissolved, followed by the dropwise addition of diisobutylaluminum hydride (a 0.95M hexane solution, 3.6 ml) at an external temperature of −78° C. The resulting mixture was stirred for 90 minutes without changing the temperature. Methanol was added to the reaction mixture, followed by heating to room temperature. The insoluble matter was filtered off through Celite.... Starting materials: N[C@H](C(=O)O)C1CCOCC1 ((S)-amino-(tetrahydro-pyran-4-yl)-acetic acid), C([O-])(O)=O.[Na+] (sodium bicarbonate), ClC(=O)OC (Methyl chloroformate). The solvent is Cl (HCl). Reaction conditions: time 1 hour. The product is COC(=O)N[C@H](C(=O)O)C1CCOCC1 ((S)-Methoxycarbonylamino-(tetrahydro-pyran-4-yl)-acetic acid). Isolated yield 99.7%. Reaction SMILES: [NH2:1][C@@H:2]([CH:6]1[CH2:11][CH2:10][O:9][CH2:8][CH2:7]1)[C:3]([OH:5])=[O:4].C(=O)(O)[O-].[Na+].Cl[C:18]([O:20][CH3:21])=[O:19]>Cl>[CH3:21][O:20][C:18]([NH:1][C@@H:2]([CH:6]1[CH2:7][CH2:8][O:9][CH2:10][CH2:11]1)[C:3]([OH:5])=[O:4])=[O:19] |f:1.2|. Procedure details: A solution of (S)-amino-(tetrahydro-pyran-4-yl)-acetic acid (1 g, 6.28 mmol) in saturated aqueous sodium bicarbonate solution (12.32 mL, 125.6 mmol) was stirred until all solids were dissolved. Methyl chloroformate (0.97 mL, 12.56 mmol) was added dropwise, the reaction mixture was stirred for 1 h, and IN HCl was added to adjust pH to 1. The reaction mixture was extracted with ethyl acetate (3×15 mL) and the organic extracts were dried over sodium sulfate, filtered, concentrated and dried overnig... Starting materials: FC(S(=O)(=O)OC1=CC2CCC(C1)N2)(F)F (8-azabicyclo[3.2.1]oct-2-ene-3-yl trifluoromethanesulfonate), CC1(OB(OC1(C)C)C=1C=NC=CC1)C (3-(4,4,5,5-tetramethyl-1,3,2-dioxaborolan-2-yl)pyridine), [Cl-].[Li+] (lithium chloride), P(=O)([O-])([O-])[O-].[K+].[K+].[K+] (potassium phosphate), O1CCOCC1 (dioxane). Reagents/catalysts: CN(C)C1=CC=CC=C1C2=CC=CC=[C-]2.C1C[C@H]2C[C@@H]1CC2PC3C[C@H]4CC[C@@H]3C4.Cl[Pd+] (2′-(dimethylamino)-2-biphenylpalladium(II)chloride dinorbornylphosphine). Solvent: C(C)(=O)OCC (ethyl acetate), O (Water). Reaction conditions: temperature 100 celsius. Product: N1=CC(=CC=C1)C1=CC2CCC(C1)N2C(=O)N2CCCC1=CC=CC=C21 (1-[(3-pyridin-3-yl-8-azabicyclo[3.2.1]oct-2-en-8-yl)carbonyl]-1,2,3,4-tetrahydroquinoline). RXN SMILES: FC(F)(F)S(O[C:7]1[CH2:13][CH:12]2[NH:14][CH:9]([CH2:10][CH2:11]2)[CH:8]=1)(=O)=O.CC1(C)C(C)(C)OB([C:25]2[CH:26]=[N:27][CH:28]=[CH:29][CH:30]=2)O1.[Cl-].[Li+].P([O-])([O-])([O-])=O.[K+].[K+].[K+].[O:42]1[CH2:47]COCC1>CN(C1C(C2[C-]=CC=CC=2)=CC=CC=1)C.C1[C@H]2CC(PC3[C@H]4C[C@H](CC4)C3)[C@H](C2)C1.Cl[Pd+].C(OCC)(=O)C.O>[N:27]1[CH:28]=[CH:29][CH:30]=[C:25]([C:7]2[CH2:13][CH:12]3[N:14]([C:47]([N:27]4[C:26]5[C:25](=[CH:13][CH:7]=[CH:8][CH:9]=5)[CH2:30][CH2:29][CH2:28]4)=[O:42])[CH:9]([CH2:10][CH2:11]3)[CH:8]=2)[CH:26]=1 |f:2.3,4.5.6.7,9.10.11|. Procedure: 0.5 g of dihydroquinolin-1(2H)-ylcarbonyl)-8-azabicyclo[3.2.1]oct-2-ene-3-yl trifluoromethanesulfonate, 0.419 g of 3-(4,4,5,5-tetramethyl-1,3,2-dioxaborolan-2-yl)pyridine, 0.1 g of lithium chloride, 0.765 g of potassium phosphate, 0.067 g of 2′-(dimethylamino)-2-biphenylpalladium(II)chloride dinorbornylphosphine and 4.3 ml of dioxane are introduced into a 10 ml glass tube. The tube is sealed, and then heated at 100° C. under microwave radiation for 50 minutes. Water and ethyl acetate are added. ...